Task: describe an organic reaction: reactants, conditions, products, and yield. Dataset: the Open Reaction Database (ORD), a public repository of structured organic reaction records Reactants: C1(=CC=CC=C1)C1=CC=C2CCC(=CC2=C1)C(=O)O (7-phenyl-3,4dihydro-naphthalene-2-carboxylic acid), S(O)(O)(=O)=O (sulfuric acid), C(O)([O-])=O.[Na+] (sodium hydrogen carbonate). The solvent is CO (methanol). The product is C1(=CC=CC=C1)C1=CC=C2C=CC(=CC2=C1)C(=O)O (7-phenylnaphthalene-2carboxylic acid). The yield is 52.6%. RXN SMILES: [C:1]1([C:7]2[CH:16]=[C:15]3[C:10]([CH2:11][CH2:12][C:13]([C:17]([OH:19])=[O:18])=[CH:14]3)=[CH:9][CH:8]=2)[CH:6]=[CH:5][CH:4]=[CH:3][CH:2]=1.S(=O)(=O)(O)O.C(=O)([O-])O.[Na+]>CO>[C:1]1([C:7]2[CH:16]=[C:15]3[C:10]([CH:11]=[CH:12][C:13]([C:17]([OH:19])=[O:18])=[CH:14]3)=[CH:9][CH:8]=2)[CH:6]=[CH:5][CH:4]=[CH:3][CH:2]=1 |f:2.3|. Reported procedure: In methanol (35 ml) was dissolved 7-phenyl-3,4dihydro-naphthalene-2-carboxylic acid (1.50 g), and to the mixture was added concentrated sulfuric acid (0.1 ml), and then the mixture was refluxed for 9 hours. The reaction mixture was cooled to room temperature, and to the mixture was added 5% sodium hydrogen carbonate solution, and then the mixture was extracted with ethyl acetate. The organic layer was washed with saturated sodium chloride solution, dried with anhydrous sodium sulfate, and concen...